Dataset: the Open Reaction Database (ORD), a public repository of structured organic reaction records. Task: describe an organic reaction: reactants, conditions, products, and yield Starting materials: C(C=C)C1=C(C(=CC=C1O)NCC1=CC=CC=C1)C(=O)C1=CC=C(C=C1)C(C)C ((2-allyl-6-benzylamino-3-hydroxy-phenyl)-(4-isopropyl-phenyl)-methanone), [O-]C#N.[Na+] (sodium cyanate), [OH-].[Na+] (sodium hydroxide). Run in C(C)(=O)O (acetic acid). Product: C(C=C)C1=C2C(=NC(N(C2=CC=C1O)CC1=CC=CC=C1)=O)C1=CC=C(C=C1)C(C)C (5-allyl-1-benzyl-6-hydroxy-4-(4-isopropyl-phenyl)-1H-quinazolin-2-one). As a reaction SMILES: [CH2:1]([C:4]1[C:9]([OH:10])=[CH:8][CH:7]=[C:6]([NH:11][CH2:12][C:13]2[CH:18]=[CH:17][CH:16]=[CH:15][CH:14]=2)[C:5]=1[C:19]([C:21]1[CH:26]=[CH:25][C:24]([CH:27]([CH3:29])[CH3:28])=[CH:23][CH:22]=1)=O)[CH:2]=[CH2:3].[O-:30][C:31]#[N:32].[Na+].[OH-].[Na+]>C(O)(=O)C>[CH2:1]([C:4]1[C:9]([OH:10])=[CH:8][CH:7]=[C:6]2[C:5]=1[C:19]([C:21]1[CH:26]=[CH:25][C:24]([CH:27]([CH3:29])[CH3:28])=[CH:23][CH:22]=1)=[N:32][C:31](=[O:30])[N:11]2[CH2:12][C:13]1[CH:18]=[CH:17][CH:16]=[CH:15][CH:14]=1)[CH:2]=[CH2:3] |f:1.2,3.4|. Procedure: A solution of 15 mg (39 μmol) (2-allyl-6-benzylamino-3-hydroxy-phenyl)-(4-isopropyl-phenyl)-methanone and 2.5 mg sodium cyanate in 0.2 ml acetic acid is stirred at r.t. for 16 h. Aqueous sodium hydroxide solution is added and the product is extracted with dichloromethane. The reactants are C1=CC=CC=2C3=CC=CC=C3C(C12)COC(=O)N[C@@H](CC(C)C)C(=O)O (N-[(9H-fluoren-9-ylmethoxy)carbonyl]-L-leucine), acid chloride, CN (methylamine). The solvent is C1CCOC1 (THF), ClCCl (dichloromethane). Run at time 30 minute. The product is CNC([C@@H](NC(=O)OCC1C2=CC=CC=C2C=2C=CC=CC12)CC(C)C)=O (N-[(9H-fluoren-9-ylmethoxy)carbonyl]-L-leucine methylamide). The yield is 46.6%. Reaction SMILES: [CH:1]1[C:13]2[CH:12]([CH2:14][O:15][C:16]([NH:18][C@H:19]([C:24](O)=[O:25])[CH2:20][CH:21]([CH3:23])[CH3:22])=[O:17])[C:11]3[C:6](=[CH:7][CH:8]=[CH:9][CH:10]=3)[C:5]=2[CH:4]=[CH:3][CH:2]=1.[CH3:27][NH2:28]>C1COCC1.ClCCl>[CH3:27][NH:28][C:24](=[O:25])[C@H:19]([CH2:20][CH:21]([CH3:22])[CH3:23])[NH:18][C:16]([O:15][CH2:14][CH:12]1[C:11]2[CH:10]=[CH:9][CH:8]=[CH:7][C:6]=2[C:5]2[C:13]1=[CH:1][CH:2]=[CH:3][CH:4]=2)=[O:17]. Procedure details: A solution of N-[(9H-fluoren-9-ylmethoxy)carbonyl]-L-leucine, acid chloride (3.5 g, 10 mmol) in 50 mL of THF was charged with solution of methylamine (0.62 g, 20 mmol) in 50 mL of dichloromethane, at room temperature. The reaction mixture was stirred for 30 min. The solvents were removed and the residue was dissolved in 100 mL of ethyl acetate. The solution was washed with aqueous solution of 10% potassium carbonate, water, brine, dried over magnesium sulfate and evaporated. Recrystallization of... Reactants: Cl (hydrochloric acid), O.[OH-].[Li+] (Lithium hydroxide monohydrate), C(C)CCCCCCC\C(\C1=CC=CC=C1)=N/OCC1=CC=C(C=C1)OCC=1N=C(OC1C)C=1SC=CC1 (ethyl E-8-[4-[5-methyl-2-(2-thienyl)-4-oxazolylmethoxy]benzyloxyimino]-8-phenyloctane), O (water). Solvent: O1CCCC1 (tetrahydrofuran), C(C)O (ethanol). Reaction conditions: time 4 hour. The product is CC1=C(N=C(O1)C=1SC=CC1)COC1=CC=C(CO\N=C(/CCCCCCC(=O)O)\C2=CC=CC=C2)C=C1 (E-8-[4-[5-methyl-2-(2-thienyl)-4-oxazolylmethoxy]benzyloxyimino]-8-phenyloctanoic acid). The yield is 165.7%. RXN SMILES: [OH2:1].[OH-:2].[Li+].C(CCCC[CH2:10][CH2:11][CH2:12]/[C:13](=[N:20]\[O:21][CH2:22][C:23]1[CH:28]=[CH:27][C:26]([O:29][CH2:30][C:31]2[N:32]=[C:33]([C:37]3[S:38][CH:39]=[CH:40][CH:41]=3)[O:34][C:35]=2[CH3:36])=[CH:25][CH:24]=1)/[C:14]1[CH:19]=[CH:18][CH:17]=[CH:16][CH:15]=1)C.O.Cl>O1CCCC1.C(O)C>[CH3:36][C:35]1[O:34][C:33]([C:37]2[S:38][CH:39]=[CH:40][CH:41]=2)=[N:32][C:31]=1[CH2:30][O:29][C:26]1[CH:27]=[CH:28][C:23]([CH2:22][O:21]/[N:20]=[C:13](/[C:14]2[CH:19]=[CH:18][CH:17]=[CH:16][CH:15]=2)\[CH2:12][CH2:11][CH2:10][CH2:10][CH2:11][CH2:12][C:13]([OH:2])=[O:1])=[CH:24][CH:25]=1 |f:0.1.2|. Procedure details: Lithium hydroxide monohydrate (153 mg) was added to a solution of ethyl E-8-[4-[5-methyl-2-(2-thienyl)-4-oxazolylmethoxy]benzyloxyimino]-8-phenyloctane (682 mg) in tetrahydrofuran (6 ml)-water (4 ml)-ethanol (4 ml) and stirred at room temperature for 4 hours. 1N hydrochloric acid (3.7 ml) was added to the reaction mixture and extracted with ethyl acetate. The ethyl acetate layer was washed with an aqueous saturated solution of sodium chloride, dried (MgSO4) and concentrated. The residue was recr... Starting materials: C1CCOC1, COC(=O)Cc1c(C)n(Cc2ccc(S(C)(=O)=O)cc2C(F)(F)F)c2ncccc12, [Na+], [OH-], O. Product: Cc1c(CC(=O)O)c2cccnc2n1Cc1ccc(S(C)(=O)=O)cc1C(F)(F)F. As a reaction SMILES: [CH2:31]1[O:32][CH2:33][CH2:34][CH2:35]1.[CH3:1][O:2][C:3]([CH2:4][c:5]1[c:6]([CH3:29])[n:7]([CH2:14][c:15]2[c:16]([C:25]([F:26])([F:27])[F:28])[cH:17][c:18]([S:21](=[O:22])(=[O:23])[CH3:24])[cH:19][cH:20]2)[c:8]2[n:9][cH:10][cH:11][cH:12][c:13]12)=[O:30].[Na+:37].[OH-:36].[OH2:38]>>[O:2]=[C:3]([CH2:4][c:5]1[c:6]([CH3:29])[n:7]([CH2:14][c:15]2[c:16]([C:25]([F:26])([F:27])[F:28])[cH:17][c:18]([S:21](=[O:22])(=[O:23])[CH3:24])[cH:19][cH:20]2)[c:8]2[n:9][cH:10][cH:11][cH:12][c:13]12)[OH:30].